From a dataset of the Open Reaction Database (ORD), a public repository of structured organic reaction records. describe an organic reaction: reactants, conditions, products, and yield Reactants: NN1C(C=CC=C1C)=[NH2+].CC1=C(C(=CC(=C1)C)C)S(=O)(=O)[O-] (1-amino-6-methylpyridin-2(1H)-iminium 2,4,6-trimethylbenzenesulfonate), ClCC(=O)OC (methyl 2-chloroacetate), C([O-])([O-])=O.[K+].[K+] (potassium carbonate). Solvent: CCO (EtOH). Reaction conditions: temperature 80 celsius, time 16 hour. Yields the product ClCC1=NN2C(C=CC=C2C)=N1 (2-(Chloromethyl)-5-methyl-[1,2,4]triazolo[1,5-a]pyridine). The yield is 84.0%. As a reaction SMILES: [NH2:1][N:2]1[C:7]([CH3:8])=[CH:6][CH:5]=[CH:4][C:3]1=[NH2+:9].CC1C=C(C)C=C(C)C=1S([O-])(=O)=O.[Cl:23][CH2:24][C:25](OC)=O.C(=O)([O-])[O-].[K+].[K+]>CCO>[Cl:23][CH2:24][C:25]1[N:9]=[C:3]2[CH:4]=[CH:5][CH:6]=[C:7]([CH3:8])[N:2]2[N:1]=1 |f:0.1,3.4.5|. Reported procedure: A suspension of 1-amino-6-methylpyridin-2(1H)-iminium-2,4,6-trimethylbenzenesulfonate (520 mg, crude product from the previous step, 1.61 mmol), methyl 2-chloroacetate (700 mg, 7.80 mmol) and potassium carbonate (444 mg, 3.22 mmol) in EtOH (10 m L) was stirred at 80° C. for 16 h. After cooled to room temperature, the reaction mixture was concentrated and purified by silica gel column chromatography (eluting with EtOAc in PE, a gradient from 17% to 30% v/v) to give the title compound (290 mg, yie... Reactants: BrCCCCCCCCCCC(=O)O (11-bromoundecanoic acid), S(O)(O)(=O)=O (sulphuric acid), C(C)O (ethanol). Yields the product BrCCCCCCCCCCC(=O)OCC (Ethyl 11-bromoundecanoate). As a reaction SMILES: [Br:1][CH2:2][CH2:3][CH2:4][CH2:5][CH2:6][CH2:7][CH2:8][CH2:9][CH2:10][CH2:11][C:12]([OH:14])=[O:13].S(=O)(=O)(O)O.[CH2:20](O)[CH3:21]>>[Br:1][CH2:2][CH2:3][CH2:4][CH2:5][CH2:6][CH2:7][CH2:8][CH2:9][CH2:10][CH2:11][C:12]([O:14][CH2:20][CH3:21])=[O:13]. Procedure: A solution of 11-bromoundecanoic acid (53 g, 0.2 mol) and concentrated sulphuric acid (1 ml) in ethanol (250 ml) was heated to reflux for 24 hr. After cooling to room temperature, the mixture was concentrated to half its original volume by evaporation under reduced pressure. The residue was poured into water (400 ml) and extracted with diethyl ether (3×300 ml). The combined extracts were then washed with saturated sodium bicarbonate solution (3×200 ml) and water (3×200 ml). After drying over MgS... The reactants are CI, Cc1csc2nc3ccc(C(F)(F)F)cc3n12, CC(C)=O. The product is Cc1csc2n1c1cc(C(F)(F)F)ccc1[n+]2C, [I-]. Reaction SMILES: [CH3:18][I:19].[CH3:1][c:2]1[cH:3][s:4][c:5]2[n:6][c:7]3[c:8]([n:9]12)[cH:10][c:11]([C:14]([F:15])([F:16])[F:17])[cH:12][cH:13]3.[CH3:20][C:21](=[O:22])[CH3:23]>>[CH3:1][c:2]1[cH:3][s:4][c:5]2[n+:6]([CH3:18])[c:7]3[c:8]([n:9]12)[cH:10][c:11]([C:14]([F:15])([F:16])[F:17])[cH:12][cH:13]3.[I-:19]. Starting materials: CCI, Clc1nc2ccccc2[nH]1, [H-], [Na+], CN(C)C=O, O. Yields the product CCn1c(Cl)nc2ccccc21. As a reaction SMILES: [CH2:13]([CH3:14])[I:15].[Cl:3][c:4]1[nH:5][c:6]2[c:7]([n:8]1)[cH:9][cH:10][cH:11][cH:12]2.[H-:2].[Na+:1].[O:17]=[CH:18][N:19]([CH3:20])[CH3:21].[OH2:16]>>[Cl:3][c:4]1[n:5][c:6]2[c:7]([n:8]1[CH2:13][CH3:14])[cH:9][cH:10][cH:11][cH:12]2. The yield is 64.0%. Reaction SMILES: S(=O)(=O)(O)O.[N+:6]([O-:9])(O)=[O:7].[CH2:10]([C:12]1[CH:16]=[C:15]([C:17]([OH:19])=[O:18])[NH:14][N:13]=1)[CH3:11]>>[CH2:10]([C:12]1[C:16]([N+:6]([O-:9])=[O:7])=[C:15]([C:17]([OH:19])=[O:18])[NH:14][N:13]=1)[CH3:11]. Procedure details: Fuming sulphuric acid (17.8 ml) was added dropwise to stirred, ice-cooled fuming nitric acid (16.0 ml), the resulting solution heated to 50° C., 3-ethyl-1H-pyrazole-5-carboxylic acid added portionwise over 30 minutes whilst maintaining the reaction temperature below 60° C. The resulting solution was heated for 18 hours at 60° C., allowed to cool, then poured onto ice. The title compound was obtained as a brown solid (64%). δ (DMSOd6): 1.18 (3H,t), 2.84 (2H,m), 13.72 (1H,s). Product: C(C)C1=NNC(=C1[N+](=O)[O-])C(=O)O (3-Ethyl-4-nitro-1H-pyrazole-5-carboxylic acid), solid. The reactants are C(C)C1=NNC(=C1)C(=O)O (3-ethyl-1H-pyrazole-5-carboxylic acid), S(O)(O)(=O)=O (sulphuric acid), [N+](=O)(O)[O-] (nitric acid). Conditions: temperature 50 celsius. Starting materials: [Al+3], [Al+3], C1CCOC1, C1CCOC1, O=CNc1ccc(CCc2ccc(OCc3ccccc3)c(OCc3ccccc3)c2)cc1, [H-], [H-], [H-], [H-], [H-], [H-], [H-], [H-], [Li+], [Li+], [Na+], [OH-], O. The product is CNc1ccc(CCc2ccc(OCc3ccccc3)c(OCc3ccccc3)c2)cc1. As a reaction SMILES: [Al+3:2].[Al+3:41].[CH2:46]1[O:47][CH2:48][CH2:49][CH2:50]1.[CH2:53]1[O:54][CH2:55][CH2:56][CH2:57]1.[CH:7](=[O:8])[NH:9][c:10]1[cH:11][cH:12][c:13]([CH2:16][CH2:17][c:18]2[cH:19][c:20]([O:32][CH2:33][c:34]3[cH:35][cH:36][cH:37][cH:38][cH:39]3)[c:21]([O:24][CH2:25][c:26]3[cH:27][cH:28][cH:29][cH:30][cH:31]3)[cH:22][cH:23]2)[cH:14][cH:15]1.[H-:1].[H-:40].[H-:43].[H-:44].[H-:45].[H-:4].[H-:5].[H-:6].[Li+:3].[Li+:42].[Na+:52].[OH-:51].[OH2:58]>>[CH3:7][NH:9][c:10]1[cH:11][cH:12][c:13]([CH2:16][CH2:17][c:18]2[cH:19][c:20]([O:32][CH2:33][c:34]3[cH:35][cH:36][cH:37][cH:38][cH:39]3)[c:21]([O:24][CH2:25][c:26]3[cH:27][cH:28][cH:29][cH:30][cH:31]3)[cH:22][cH:23]2)[cH:14][cH:15]1.